The task is: describe an organic reaction: reactants, conditions, products, and yield. This data is from the Open Reaction Database (ORD), a public repository of structured organic reaction records. Reactants: C(C)(=O)N1N=C(C2=CC(=CC=C12)C(=O)Cl)C1=CC=C(C=C1)F (1-acetyl-3-(4-fluorophenyl)-1H-indazole-5-carbonyl chloride), NCC1=NC=CC=C1 (2-aminomethyl pyridine). Run in N1=CC=CC=C1 (pyridine). Run at temperature 60 celsius, time 8 hour. The product is FC1=CC=C(C=C1)C1=NNC2=CC=C(C=C12)C(=O)NCC1=NC=CC=C1 ([3-(4-FLUOROPHENYL)(1H-INDAZOL-5-YL)]-N-(2-PYRIDYLMETHYL)CARBOXAMIDE). The yield is 32.2%. As a reaction SMILES: C([N:4]1[C:12]2[C:7](=[CH:8][C:9]([C:13](Cl)=[O:14])=[CH:10][CH:11]=2)[C:6]([C:16]2[CH:21]=[CH:20][C:19]([F:22])=[CH:18][CH:17]=2)=[N:5]1)(=O)C.[NH2:23][CH2:24][C:25]1[CH:30]=[CH:29][CH:28]=[CH:27][N:26]=1>N1C=CC=CC=1>[F:22][C:19]1[CH:18]=[CH:17][C:16]([C:6]2[C:7]3[C:12](=[CH:11][CH:10]=[C:9]([C:13]([NH:23][CH2:24][C:25]4[CH:30]=[CH:29][CH:28]=[CH:27][N:26]=4)=[O:14])[CH:8]=3)[NH:4][N:5]=2)=[CH:21][CH:20]=1. Procedure details: To a flask containing 1-acetyl-3-(4-fluorophenyl)-1H-indazole-5-carbonyl chloride (300 mg, 0.95 mmol) dissolved in pyridine (4 mL) was added 2-aminomethyl pyridine (106 μl, 1.02 mmol). The reaction was allowed to stir under a nitrogen atmosphere overnight. LCMS indicated the reaction was complete. Solvent was removed and water was added to the flask. A solid crashed out of solution that was collected by filtration. The product was purified by column chromatography (SiO2, 5% methanol in dichlorom... Reactants: CSCCC(NC(=O)OC(C)(C)C)C(=O)O, COC(=O)CN. Yields the product COC(=O)CNC(=O)C(CCSC)NC(=O)OC(C)(C)C. As a reaction SMILES: [C:1]([CH3:2])([CH3:3])([CH3:4])[O:5][C:6](=[O:7])[NH:8][CH:9]([CH2:10][CH2:11][S:12][CH3:13])[C:14](=[O:15])[OH:16].[CH3:17][O:18][C:19]([CH2:20][NH2:21])=[O:22]>>[C:1]([CH3:2])([CH3:3])([CH3:4])[O:5][C:6](=[O:7])[NH:8][CH:9]([CH2:10][CH2:11][S:12][CH3:13])[C:14](=[O:16])[NH:21][CH2:20][C:19]([O:18][CH3:17])=[O:22]. Reactants: CC(CC)(CC)O (3-methyl-3-pentanol), CN(C1=CC=CC=C1)C (N,N-dimethylaniline), BrCC(=O)Br (bromoacetyl bromide), O (water). Procedure details: To a solution of 3-methyl-3-pentanol (10.6 g, 103 mmol) in dichloromethane (49 ml), N,N-dimethylaniline (15.0 g, 124 mmol) and bromoacetyl bromide (25.0 g, 124 mmol) were added and stirred at room temperature for 2 hours under a nitrogen stream. The reaction mixture was poured into water, extracted with tert-butyl methyl ether, washed sequentially with saturated aqueous potassium bisulfate and saturated aqueous sodium bicarbonate, and then dried over sodium sulfate. After evaporation under reduc... Run at time 2 hour. Yield: 88.8%. RXN SMILES: [CH3:1][C:2]([OH:7])([CH2:5][CH3:6])[CH2:3][CH3:4].CN(C)C1C=CC=CC=1.[Br:17][CH2:18][C:19](Br)=[O:20].O>ClCCl>[Br:17][CH2:18][C:19]([O:7][C:2]([CH2:5][CH3:6])([CH3:1])[CH2:3][CH3:4])=[O:20]. Yields the product BrCC(=O)OC(CC)(C)CC (1-ethyl-1-methylpropyl Bromoacetate). Run in ClCCl (dichloromethane). Starting materials: ( 4 ), FC(C(=O)NC1CC(C2=CC=C(C=C12)OC(C)C)=O)(F)F (2,2,2-trifluoro-N-(6-isopropoxy-3-oxo-2,3-dihydro-1H-inden-1-yl)acetamide), CCC([BH-](C(CC)C)C(CC)C)C.[Li+] (L-Selectride). Solvent: C1CCOC1 (THF). Conditions: time 6 hour. Yields the product FC(C(=O)N[C@@H]1C[C@@H](C2=CC=C(C=C12)OC(C)C)O)(F)F (cis-2,2,2-trifluoro-N-(3-hydroxy-6-isopropoxy-2,3-dihydro-1H-inden-1-yl)acetamide). Isolated yield 25.0%. As a reaction SMILES: [F:1][C:2]([F:21])([F:20])[C:3]([NH:5][CH:6]1[C:14]2[C:9](=[CH:10][CH:11]=[C:12]([O:15][CH:16]([CH3:18])[CH3:17])[CH:13]=2)[C:8](=[O:19])[CH2:7]1)=[O:4].CCC(C)[BH-](C(C)CC)C(C)CC.[Li+]>C1COCC1>[F:1][C:2]([F:20])([F:21])[C:3]([NH:5][C@H:6]1[C:14]2[C:9](=[CH:10][CH:11]=[C:12]([O:15][CH:16]([CH3:17])[CH3:18])[CH:13]=2)[C@@H:8]([OH:19])[CH2:7]1)=[O:4] |f:1.2|. Procedure: Step AU (4). To a solution of 2,2,2-trifluoro-N-(6-isopropoxy-3-oxo-2,3-dihydro-1H-inden-1-yl)acetamide (20 g, 66 mmol) in THF (200 mL) at −78° C. was added L-Selectride (70 mL, 70 mmol). The reaction mixture was allowed to warm to rt and stir for 6 h. The reaction was quenched with HCl (1.0 N, 70 mL) and the resulting mixture was extracted with EtOAc (200 mL×2). The combined organic layers were dried over Na2SO4, filtered, and concentrated in vacuo. The crude product was purified by silica gel ... Starting materials: CC(=O)c1cc2nc(S)[nH]c2cc1C, COc1ccnc(CCl)c1OC, CCO, Cl, [Na+], [OH-], O. Yields the product COc1ccnc(CSc2nc3cc(C(C)=O)c(C)cc3[nH]2)c1OC. RXN SMILES: [C:1]([CH3:2])(=[O:3])[c:4]1[cH:5][c:6]2[c:7]([nH:8][c:9]([SH:11])[n:10]2)[cH:12][c:13]1[CH3:14].[CH3:18][O:19][c:20]1[c:21]([CH2:28][Cl:29])[n:22][cH:23][cH:24][c:25]1[O:26][CH3:27].[CH3:31][CH2:32][OH:33].[ClH:17].[Na+:16].[OH-:15].[OH2:30]>>[C:1]([CH3:2])(=[O:3])[c:4]1[cH:5][c:6]2[c:7]([nH:8][c:9]([S:11][CH2:28][c:21]3[c:20]([O:19][CH3:18])[c:25]([O:26][CH3:27])[cH:24][cH:23][n:22]3)[n:10]2)[cH:12][c:13]1[CH3:14]. Starting materials: CSc1ccc(C(=O)O)cc1[N+](=O)[O-], CC(=O)O, [Na+], [Na+], OO, O=S([O-])S(=O)(=O)[O-]. Yields the product CS(=O)c1ccc(C(=O)O)cc1[N+](=O)[O-]. As a reaction SMILES: [CH3:1][S:2][c:3]1[c:4]([N+:12](=[O:13])[O-:14])[cH:5][c:6]([C:7](=[O:8])[OH:9])[cH:10][cH:11]1.[CH3:26][C:27](=[O:28])[OH:29].[Na+:24].[Na+:25].[OH:15][OH:16].[S:17](=[O:18])([S:19]([O-:20])=[O:21])([O-:22])=[O:23]>>[CH3:1][S:2]([c:3]1[c:4]([N+:12](=[O:13])[O-:14])[cH:5][c:6]([C:7](=[O:8])[OH:9])[cH:10][cH:11]1)=[O:18]. Reactants: CN1CCN(CC1)C(CC1(OCCN2C1=C(C=1C=CC=CC21)C)C)=O (1-methyl-4-[(1,10-dimethyl-3,4-dihydro-1H-1,4-oxazino[4,3-a]indol-1-yl)acetyl]piperazine), CNC(CC1(OCCN2C1=C(C=1C=CC=CC21)C)C)=O (N,1,10-trimethyl-3,4-dihydro-1H-1,4-oxazino[4,3-a]indole-1-acetamide). Product: CC1(OCCN2C1=C(C=1C=CC=CC21)C)CC(=O)NCC (1,10-dimethyl-N-ethyl-3,4-dihydro-1H-1,4-oxazino[4,3-a]indole-1-acetamide). As a reaction SMILES: CN1CC[N:5]([C:8](=[O:25])[CH2:9][C:10]2([CH3:24])[C:15]3=[C:16]([CH3:23])[C:17]4[CH:18]=[CH:19][CH:20]=[CH:21][C:22]=4[N:14]3[CH2:13][CH2:12][O:11]2)[CH2:4][CH2:3]1.CNC(=O)CC1(C)C2=C(C)C3C=CC=CC=3N2CCO1>>[CH3:24][C:10]1([CH2:9][C:8]([NH:5][CH2:4][CH3:3])=[O:25])[C:15]2=[C:16]([CH3:23])[C:17]3[CH:18]=[CH:19][CH:20]=[CH:21][C:22]=3[N:14]2[CH2:13][CH2:12][O:11]1. Procedure: By following the procedure of Example 284 but using as starting material an equivalent amount of one of the amide compounds of formula V, described in Examples 108 to 283 instead of N,1,10-trimethyl-3,4-dihydro-1H-1,4-oxazino[4,3-a]indole-1-acetamide, then the corresponding compounds of formula I are obtained. Examples of such compounds of formula I are listed as products in Tables VII and VIII together with the appropriate starting material. In each case the starting material is noted by the ex... Reactants: C(C)(=O)C1=C(N=C2N1C=CC(=C2)C2CCN(CC2)C(=O)OCC2=CC=CC=C2)C2=CC=C(C=C2)F (Benzyl 4-[3-acetyl-2-(4-fluorophenyl)imidazo[1,2-a]pyridin-7-yl]piperidine-1-carboxylate). The solvent is CN(C)C(OC)OC (DMF-DMA). Run at temperature 100 celsius. Yields the product CN(/C=C/C(=O)C1=C(N=C2N1C=CC(=C2)C2CCN(CC2)C(=O)OCC2=CC=CC=C2)C2=CC=C(C=C2)F)C (benzyl 4-{3-[(2E)-3-(dimethylamino)prop-2-enoyl]-2-(4-fluorophenyl)imidazo[1,2-a]pyridin-7-yl}piperidin-1-carboxylate). Isolated yield 143.4%. RXN SMILES: [C:1]([C:4]1[N:8]2[CH:9]=[CH:10][C:11]([CH:13]3[CH2:18][CH2:17][N:16]([C:19]([O:21][CH2:22][C:23]4[CH:28]=[CH:27][CH:26]=[CH:25][CH:24]=4)=[O:20])[CH2:15][CH2:14]3)=[CH:12][C:7]2=[N:6][C:5]=1[C:29]1[CH:34]=[CH:33][C:32]([F:35])=[CH:31][CH:30]=1)(=[O:3])[CH3:2]>CN(C(OC)OC)C>[CH3:7][N:8]([CH3:9])/[CH:4]=[CH:2]/[C:1]([C:4]1[N:8]2[CH:9]=[CH:10][C:11]([CH:13]3[CH2:14][CH2:15][N:16]([C:19]([O:21][CH2:22][C:23]4[CH:28]=[CH:27][CH:26]=[CH:25][CH:24]=4)=[O:20])[CH2:17][CH2:18]3)=[CH:12][C:7]2=[N:6][C:5]=1[C:29]1[CH:30]=[CH:31][C:32]([F:35])=[CH:33][CH:34]=1)=[O:3]. Procedure: A 2.0 L round bottom flask was charged with 4-fluorophenacyl chloride (100 g, 579 mmol), then methanol (1.0 L), then O-methylhydroxylamine HCl (96.8 g, 1.56 mol), and the mixture was heated to 65° C. for 2 hours. The reaction was then concentrated under reduced pressure, then charged with acetone (750 mL), and lithium bromide (252 g, 2.90 mol), and the mixture was heated to 60° C. for 16 hours. The reaction was then concentrated under reduced pressure, suspended in 1.0 L methylene chloride, and ... Reactants: O=C([O-])O, CCCCNc1cc(CCN)cc(S(N)(=O)=O)c1Oc1ccccc1, CCCCI, CN(C)P(=O)(N(C)C)N(C)C, [Na+], O. Yields the product CCCCNc1cc(CN(C)CCCC)cc(S(N)(=O)=O)c1Oc1ccccc1. RXN SMILES: [C:26](=[O:27])([O-:28])[OH:29].[CH2:1]([CH2:2][CH2:3][CH3:4])[NH:5][c:6]1[cH:7][c:8]([CH2:9][CH2:10][NH2:11])[cH:12][c:13]([S:22]([NH2:23])(=[O:24])=[O:25])[c:14]1[O:15][c:16]1[cH:17][cH:18][cH:19][cH:20][cH:21]1.[CH2:31]([CH2:32][CH2:33][CH3:34])[I:35].[CH3:36][N:37]([CH3:38])[P:39](=[O:40])([N:41]([CH3:42])[CH3:43])[N:44]([CH3:45])[CH3:46].[Na+:30].[OH2:47]>>[CH2:1]([CH2:2][CH2:3][CH3:4])[NH:5][c:6]1[cH:7][c:8]([CH2:9][N:37]([CH2:31][CH2:32][CH2:33][CH3:34])[CH3:36])[cH:12][c:13]([S:22]([NH2:23])(=[O:24])=[O:25])[c:14]1[O:15][c:16]1[cH:17][cH:18][cH:19][cH:20][cH:21]1.